Dataset: the Open Reaction Database (ORD), a public repository of structured organic reaction records. Task: describe an organic reaction: reactants, conditions, products, and yield Reactants: AG 501-X8, resin, NCC(=O)N[C@@H](C)C(=O)NCC(=O)N[C@H](C)C(=O)NCC(=O)O.Cl (Gly-Ala-Gly-DAla-Gly.HCl), Example 34D, C=1C=CC(=CC1)P(=O)(C=2C=CC=CC2)N=[N+]=[N-] (DPPA). The solvent is O (water), CN(C)C=O (DMF). Conditions: temperature -40 celsius, time 48 hour. Yields the product N1CC(=O)N[C@@H](C)C(=O)NCC(=O)N[C@H](C)C(=O)NCC1=O (Cyclo-(Gly-Ala-Gly-DAla-Gly-)). Yield: 67.0%. RXN SMILES: [NH2:1][CH2:2][C:3]([NH:5][C@H:6]([C:8]([NH:10][CH2:11][C:12]([NH:14][C@@H:15]([C:17]([NH:19][CH2:20][C:21]([OH:23])=O)=[O:18])[CH3:16])=[O:13])=[O:9])[CH3:7])=[O:4].Cl.C1C=CC(P(N=[N+]=[N-])(C2C=CC=CC=2)=O)=CC=1>CN(C=O)C.O>[NH:1]1[C:21](=[O:23])[CH2:20][NH:19][C:17](=[O:18])[C@@H:15]([CH3:16])[NH:14][C:12](=[O:13])[CH2:11][NH:10][C:8](=[O:9])[C@H:6]([CH3:7])[NH:5][C:3](=[O:4])[CH2:2]1 |f:0.1|. Reported procedure: This compound was synthesized by the method of Veber, D. F. et al, J. Org. Chem. 44., 3101-5 (1979). To a solution of Gly-Ala-Gly-DAla-Gly.HCl prepared as in Example 34D (9.70 g, 26.4 mmol) in anhydrous DMF (3200 ml) was added enough TEA to adjust the pH to ~8 (measured by spotting the reaction mixture on moistened Hydrion paper) and the resulting mixture was cooled to -40° C. To this mixture was added DPPA (8.86 g, 32.2 mmol) dropwise over 5 min. The temperature was maintained at ~-35° C. for a... Starting materials: N1(CCCC1)CC1=CC(=NC=C1)OC\C=C/CN (4-[4-(1-pyrrolidinylmethyl)-2-pyridyloxy]-cis-2-butenylamine), N1C(=CC=C1)C(=O)O (2-pyrrolecarboxylic acid). Yields the product N1(CCCC1)CC1=CC(=NC=C1)OC\C=C/CNC(=O)C=1NC=CC1 (N-{4-[4-(1-Pyrrolidinylmethyl)-2-pyridyloxy]-cis-2-butenyl}pyrrole-2-carboxamide). The yield is 64.0%. RXN SMILES: [N:1]1([CH2:6][C:7]2[CH:12]=[CH:11][N:10]=[C:9]([O:13][CH2:14]/[CH:15]=[CH:16]\[CH2:17][NH2:18])[CH:8]=2)[CH2:5][CH2:4][CH2:3][CH2:2]1.[NH:19]1[CH:23]=[CH:22][CH:21]=[C:20]1[C:24](O)=[O:25]>>[N:1]1([CH2:6][C:7]2[CH:12]=[CH:11][N:10]=[C:9]([O:13][CH2:14]/[CH:15]=[CH:16]\[CH2:17][NH:18][C:24]([C:20]3[NH:19][CH:23]=[CH:22][CH:21]=3)=[O:25])[CH:8]=2)[CH2:5][CH2:4][CH2:3][CH2:2]1. Procedure details: Following a procedure similar to that described in Example 13, but using 4-[4-(1-pyrrolidinylmethyl)-2-pyridyloxy]-cis-2-butenylamine and 2-pyrrolecarboxylic acid as starting materials, in relative proportions similar to those used in that Example, the title compound was obtained as a white powder, melting at 124°-127° C., in a 64% yield. The reactants are CCCC(C)Oc1nc(N)c2nc(OC)n(C3CCCCO3)c2n1, CCOCC, CO, O=C(O)C(F)(F)F. Yields the product CCCC(C)Oc1nc(N)c2nc(OC)[nH]c2n1, O=C(O)C(F)(F)F. Reaction SMILES: [CH3:1][CH:2]([CH2:3][CH2:4][CH3:5])[O:6][c:7]1[n:8][c:9]([NH2:24])[c:10]2[n:11][c:12]([O:22][CH3:23])[n:13]([CH:16]3[CH2:17][CH2:18][CH2:19][CH2:20][O:21]3)[c:14]2[n:15]1.[CH3:32][CH2:33][O:34][CH2:35][CH3:36].[CH3:37][OH:38].[F:25][C:26]([C:27](=[O:28])[OH:29])([F:30])[F:31]>>[CH3:1][CH:2]([CH2:3][CH2:4][CH3:5])[O:6][c:7]1[n:8][c:9]([NH2:24])[c:10]2[n:11][c:12]([O:22][CH3:23])[nH:13][c:14]2[n:15]1.[F:25][C:26]([C:27](=[O:28])[OH:29])([F:30])[F:31]. The reactants are FC=1C=C(C(=CC1)N)NC=1C=NN(C1)C (4-fluoro-N2-(1-methyl-1H-pyrazol-4-yl)-benzene-1,2-diamine), resultant solution, F[B-](F)(F)F.C(C)[O+](CC)CC (Triethyloxonium tetrafluoroborate), C(C)(C)(C)OC(N[C@@H](C)C(N)=O)=O (((S)-1-carbamoylethyl)carbamic acid tert-butyl ester), resultant mixture. The solvent is C(Cl)Cl (DCM). Yields the product C(C)(C)(C)OC(N[C@@H](C)C1=NC2=C(N1C=1C=NN(C1)C)C=C(C=C2)F)=O ({(S)-1-[6-Fluoro-1-(1-methyl-1H-pyrazol-4-yl)-1H-benzoimidazol-2-yl]-ethyl}-carbamic acid tert-butyl ester). Yield: 85.7%. As a reaction SMILES: F[B-](F)(F)F.C([O+](CC)CC)C.[C:13]([O:17][C:18](=[O:25])[NH:19][C@H:20]([C:22](=O)[NH2:23])[CH3:21])([CH3:16])([CH3:15])[CH3:14].[F:26][C:27]1[CH:28]=[C:29]([NH:34][C:35]2[CH:36]=[N:37][N:38]([CH3:40])[CH:39]=2)[C:30](N)=[CH:31][CH:32]=1>C(Cl)Cl>[C:13]([O:17][C:18](=[O:25])[NH:19][C@H:20]([C:22]1[N:34]([C:35]2[CH:36]=[N:37][N:38]([CH3:40])[CH:39]=2)[C:29]2[CH:28]=[C:27]([F:26])[CH:32]=[CH:31][C:30]=2[N:23]=1)[CH3:21])([CH3:16])([CH3:15])[CH3:14] |f:0.1|. Reported procedure: Triethyloxonium tetrafluoroborate (0.35 g, 1.86 mmol) was added to a solution of ((S)-1-carbamoylethyl)carbamic acid tert-butyl ester (0.41 g, 2.22 mmol) in DCM (10 mL) at 20° C. under nitrogen and the resultant mixture stirred for 3 h then was concentrated in vacuo. The residue was dissolved in ethanol (10 mL) and 4-fluoro-N2-(1-methyl-1H-pyrazol-4-yl)-benzene-1,2-diamine (0.183 g, 0.89 mmol) added. The resultant solution was stirred at reflux for 16 h under nitrogen. The reaction mixture was c...